describe an organic reaction: reactants, conditions, products, and yield From a dataset of the Open Reaction Database (ORD), a public repository of structured organic reaction records. The reactants are ClCc1ccccc1, CCC1(C)CC(O)C(C)C(C)(CC)N1OC(C)(C)C(=O)NCCCN(C)C, CC#N. Product: CCC1(C)CC(O)C(C)C(C)(CC)N1OC(C)(C)C(=O)NCCC[N+](C)(C)Cc1ccccc1, [Cl-]. RXN SMILES: [CH2:1]([c:2]1[cH:3][cH:4][cH:5][cH:6][cH:7]1)[Cl:8].[CH2:9]([CH3:10])[C:11]1([CH3:35])[N:12]([O:22][C:23]([C:24](=[O:25])[NH:26][CH2:27][CH2:28][CH2:29][N:30]([CH3:31])[CH3:32])([CH3:33])[CH3:34])[C:13]([CH3:19])([CH2:20][CH3:21])[CH2:14][CH:15]([OH:18])[CH:16]1[CH3:17].[CH3:36][C:37]#[N:38]>>[CH2:1]([c:2]1[cH:3][cH:4][cH:5][cH:6][cH:7]1)[N+:30]([CH2:29][CH2:28][CH2:27][NH:26][C:24]([C:23]([O:22][N:12]1[C:11]([CH2:9][CH3:10])([CH3:35])[CH:16]([CH3:17])[CH:15]([OH:18])[CH2:14][C:13]1([CH3:19])[CH2:20][CH3:21])([CH3:33])[CH3:34])=[O:25])([CH3:31])[CH3:32].[Cl-:8]. Starting materials: Cl.CO[C@@H]1CNCC[C@@H]1NC(OCC1=CC=CC=C1)=O (benzyl cis(±)-[3-methoxypiperidin-4-yl]carbamate hydrochloride), C([O-])([O-])=O.[Cs+].[Cs+] (cesium carbonate), ClC=1C=C(C(=O)OC)C=C(C1)F (methyl 3-chloro-5-fluorobenzoate), C=1C=CC(=CC1)P(C=2C=CC=CC2)C3=CC=C4C=CC=CC4=C3C5=C6C=CC=CC6=CC=C5P(C=7C=CC=CC7)C=8C=CC=CC8 (BINAP). The reagents and catalysts are C(C)(=O)[O-].[Pd+2].C(C)(=O)[O-] (palladium acetate). Yields the product C(C1=CC=CC=C1)OC(=O)N[C@@H]1[C@@H](CN(CC1)C=1C=C(C(=O)OC)C=C(C1)F)OC (Methyl cis(±)-3-(4-{[(benzyloxy)carbonyl]amino}-3-methoxypiperidin-1-yl)-5-fluorobenzoate). Isolated yield 34.5%. RXN SMILES: Cl.[CH3:2][O:3][C@H:4]1[C@@H:9]([NH:10][C:11](=[O:20])[O:12][CH2:13][C:14]2[CH:19]=[CH:18][CH:17]=[CH:16][CH:15]=2)[CH2:8][CH2:7][NH:6][CH2:5]1.Cl[C:22]1[CH:23]=[C:24]([CH:29]=[C:30]([F:32])[CH:31]=1)[C:25]([O:27][CH3:28])=[O:26].C1C=CC(P(C2C(C3C(P(C4C=CC=CC=4)C4C=CC=CC=4)=CC=C4C=3C=CC=C4)=C3C(C=CC=C3)=CC=2)C2C=CC=CC=2)=CC=1.C(=O)([O-])[O-].[Cs+].[Cs+]>C([O-])(=O)C.[Pd+2].C([O-])(=O)C>[CH2:13]([O:12][C:11]([NH:10][C@H:9]1[CH2:8][CH2:7][N:6]([C:22]2[CH:23]=[C:24]([CH:29]=[C:30]([F:32])[CH:31]=2)[C:25]([O:27][CH3:28])=[O:26])[CH2:5][C@H:4]1[O:3][CH3:2])=[O:20])[C:14]1[CH:19]=[CH:18][CH:17]=[CH:16][CH:15]=1 |f:0.1,4.5.6,7.8.9|. Reported procedure: The same operation as in Example (42a) was performed using benzyl cis(±)-[3-methoxypiperidin-4-yl]carbamate hydrochloride obtained in Example (160a) (165 mg, 0.55 mmol), methyl 3-chloro-5-fluorobenzoate (103 mg, 0.55 mmol), palladium acetate (12.3 mg, 0.05 mmol), BINAP (68.3 mg, 0.11 mmol) and cesium carbonate (536 mg, 1.65 mmol), to obtain 79 mg of the title compound as a yellow oily substance (35%). The reactants are C[Si](C)(C)[N-][Si](C)(C)C.[Li+] (Lithium bis(trimethylsilyl)amide), C(C=C)I (Allyliodide), C(C)(C)(C)OC(C(CC(=O)OCC1=CC=CC=C1)NS(=O)(=O)C1=CC=C(C=C1)OC)=O (2-(4-Methoxy-benzenesulfonylamino)-succinic acid 4-benzyl ester 1-tert-butyl ester). Solvent: O1CCCC1 (THF), O1CCCC1 (Tetrahydrofuran), O1CCCC1 (THF), O1CCCC1 (THF). Conditions: temperature -40 celsius, time 1 hour. Product: C(C)(C)(C)OC(C(C(C(=O)OCC1=CC=CC=C1)CC=C)NS(=O)(=O)C1=CC=C(C=C1)OC)=O (2-Allyl-3-(4-methoxy-benzenesulfonylamino)-succinic acid 1-benzyl ester 4-tert-butyl ester). RXN SMILES: C[Si]([N-][Si](C)(C)C)(C)C.[Li+].[C:11]([O:15][C:16](=[O:41])[CH:17]([NH:29][S:30]([C:33]1[CH:38]=[CH:37][C:36]([O:39][CH3:40])=[CH:35][CH:34]=1)(=[O:32])=[O:31])[CH2:18][C:19]([O:21][CH2:22][C:23]1[CH:28]=[CH:27][CH:26]=[CH:25][CH:24]=1)=[O:20])([CH3:14])([CH3:13])[CH3:12].[CH2:42](I)[CH:43]=[CH2:44]>O1CCCC1>[C:11]([O:15][C:16](=[O:41])[CH:17]([NH:29][S:30]([C:33]1[CH:38]=[CH:37][C:36]([O:39][CH3:40])=[CH:35][CH:34]=1)(=[O:32])=[O:31])[CH:18]([CH2:44][CH:43]=[CH2:42])[C:19]([O:21][CH2:22][C:23]1[CH:28]=[CH:27][CH:26]=[CH:25][CH:24]=1)=[O:20])([CH3:13])([CH3:14])[CH3:12] |f:0.1|. Procedure: 100 ml dry Tetrahydrofuran (THF) are cooled to −78° C. 1M THF-solution of Lithium bis(trimethylsilyl)amide (47.35 ml, 47.35 mmol) are added while the temperature is maintained. 2-(4-Methoxy-benzenesulfonylamino)-succinic acid 4-benzyl ester 1-tert-butyl ester (10.1 g, 22.5 mmol) are dissolved in 45 ml THF and added dropwise to the reaction solution. The reaction mixture is allowed to stir for 1 h and then warmed briefly to −40° C. After re-cooling to −78° C. Allyliodide (3.1 ml, 33.8 mmol) disso...